This data is from the Open Reaction Database (ORD), a public repository of structured organic reaction records. The task is: describe an organic reaction: reactants, conditions, products, and yield The reactants are CC(=O)Nc1ncccc1Br, C=C[Sn](CCCC)(CCCC)CCCC, Cc1ccccc1, [Na+], O=C([O-])O. The product is C=Cc1cccnc1NC(C)=O. RXN SMILES: [Br:1][c:2]1[c:3]([NH:8][C:9]([CH3:10])=[O:11])[n:4][cH:5][cH:6][cH:7]1.[CH2:12]([CH2:13][CH2:25][CH3:26])[Sn:14]([CH2:15][CH2:16][CH2:17][CH3:18])([CH2:19][CH2:20][CH2:21][CH3:22])[CH:23]=[CH2:24].[CH3:27][c:28]1[cH:29][cH:30][cH:31][cH:32][cH:33]1.[Na+:38].[O-:34][C:35]([OH:36])=[O:37]>>[c:2]1([CH:12]=[CH2:13])[c:3]([NH:8][C:9]([CH3:10])=[O:11])[n:4][cH:5][cH:6][cH:7]1. Starting materials: O1CCOC2=C1C=CC=C2N2CCN(CC2)CCC2=CCC1=CC=CC=C21 (4-(benzodioxan-5-yl)-1-[2-(ind-1-en-1-yl)-ethyl]-piperazine), Cl (hydrochloride), C1(=CCC2=CC=CC=C12)CC(=O)O (2-(ind-1-en-1-yl)acetic acid). Product: O1CCOC2=C1C=CC=C2N2CCN(CC2)C(CC2=CCC1=CC=CC=C21)=O (4-(benzodioxan-5-yl)-1-[2-(ind-1-en-1-yl)-acetyl]-piperazine). Isolated yield 30.0%. Reaction SMILES: [O:1]1[C:6]2[CH:7]=[CH:8][CH:9]=[C:10]([N:11]3[CH2:16][CH2:15][N:14]([CH2:17][CH2:18][C:19]4[C:27]5[C:22](=[CH:23][CH:24]=[CH:25][CH:26]=5)[CH2:21][CH:20]=4)[CH2:13][CH2:12]3)[C:5]=2[O:4][CH2:3][CH2:2]1.Cl.C1(CC(O)=[O:40])C2C(=CC=CC=2)CC=1>>[O:1]1[C:6]2[CH:7]=[CH:8][CH:9]=[C:10]([N:11]3[CH2:12][CH2:13][N:14]([C:17](=[O:40])[CH2:18][C:19]4[C:27]5[C:22](=[CH:23][CH:24]=[CH:25][CH:26]=5)[CH2:21][CH:20]=4)[CH2:15][CH2:16]3)[C:5]=2[O:4][CH2:3][CH2:2]1. Reported procedure: 4-(benzodioxan-5-yl)-1-[2-(ind-1-en-1-yl)-ethyl]-piperazine and its hydrochloride, m.p. (K): 254°-256° C., by reduction of 4-(benzodioxan-5-yl)-1-[2-(ind-1-en-1-yl)-acetyl]-piperazine (yield: 30%), which was itself prepared in a yield of 66% from 2-(ind-1-en-1-yl)acetic acid [m.p. (K): 92°-94° C.]and N-(benzodioxan-5-yl)piperazine. Reactants: Example 44 ( e ), BrC/C=C/COC1=CC=CC=C1 ((E)-(4-bromo-but-2-enyloxy)-benzene), OC1CN(CCC1C1=CC=C(C=C1)O)C(=O)OC(C)(C)C (tert-butyl (3RS,4RS)-3-hydroxy-4-(4-hydroxy-phenyl)-piperidine-1-carboxylate), Example 46 ( b ). Product: OC1CN(CCC1C1=CC=C(C=C1)OC\C=C\COC1=CC=CC=C1)C(=O)OC(C)(C)C (tert-butyl (E)-(3RS,4RS)-3-hydroxy-4-[4-(4-phenoxy-but-2-enyloxy)-phenyl]-piperidine-1-carboxylate). As a reaction SMILES: [OH:1][CH:2]1[CH:7]([C:8]2[CH:13]=[CH:12][C:11]([OH:14])=[CH:10][CH:9]=2)[CH2:6][CH2:5][N:4]([C:15]([O:17][C:18]([CH3:21])([CH3:20])[CH3:19])=[O:16])[CH2:3]1.Br[CH2:23]/[CH:24]=[CH:25]/[CH2:26][O:27][C:28]1[CH:33]=[CH:32][CH:31]=[CH:30][CH:29]=1>>[OH:1][CH:2]1[CH:7]([C:8]2[CH:9]=[CH:10][C:11]([O:14][CH2:23]/[CH:24]=[CH:25]/[CH2:26][O:27][C:28]3[CH:33]=[CH:32][CH:31]=[CH:30][CH:29]=3)=[CH:12][CH:13]=2)[CH2:6][CH2:5][N:4]([C:15]([O:17][C:18]([CH3:21])([CH3:20])[CH3:19])=[O:16])[CH2:3]1. Procedure: In an analogous manner to that described in Example 44 (e), by alkylating tert-butyl (3RS,4RS)-3-hydroxy-4-(4-hydroxy-phenyl)-piperidine-1-carboxylate [Example 46 (b)] with (E)-(4-bromo-but-2-enyloxy)-benzene there was obtained tert-butyl (E)-(3RS,4RS)-3-hydroxy-4-[4-(4-phenoxy-but-2-enyloxy)-phenyl]-piperidine-1-carboxylate. Subsequent hydrogenation with palladium/charcoal analogously to Example 73 (c) yielded tert-butyl (3RS,4RS)-3-hydroxy-4-[4-(4-phenoxy-butoxy)-phenyl]-piperidine-1-carboxyla...